From a dataset of the Open Reaction Database (ORD), a public repository of structured organic reaction records. describe an organic reaction: reactants, conditions, products, and yield Reactants: CN1N=CN=C1CO ((2-Methyl-2H-[1,2,4]triazol-3-yl)methanol), S(=O)(Cl)Cl (thionyl chloride). As a reaction SMILES: [CH3:1][N:2]1[C:6]([CH2:7]O)=[N:5][CH:4]=[N:3]1.S(Cl)([Cl:11])=O>>[ClH:11].[Cl:11][CH2:7][C:6]1[N:2]([CH3:1])[N:3]=[CH:4][N:5]=1 |f:2.3|. Procedure: (2-Methyl-2H-[1,2,4]triazol-3-yl)methanol (1 g) was added in portions to thionyl chloride (20 ml) and the solution was stirred at room temperature for 30 mins. The reaction mixture was concentrated under vacuum and the residue was azeotroped with toluene (2×30 ml) and dried under high vacuum to leave a crude product (1.3 g) which was used in the next step without characterisation or further purification. Run at time 30 minute. Yields the product Cl.ClCC=1N(N=CN1)C (3-Chloromethyl-2-methyl-2H-[1,2,4]triazole Hydrochloride). The reactants are C(=O)=O.CC(=O)C (dry-ice acetone), BrC1=CC=C(C=C1)C=1C=NC=2N(N1)C(=NN2)C2(CC2)C2=CC=C(C=C2)OC (6-(4-bromophenyl)-3-[1-(4-methoxyphenyl)cyclopropyl][1,2,4]-triazolo[4,3-b][1,2,4]triazine), N1C(CCC1)=O (2-Pyrrolidinone), CN[C@@H]1[C@H](CCCC1)NC ((1S,2S)-N,N′-dimethylcyclohexane-1,2-diamine), C([O-])([O-])=O.[K+].[K+] (potassium carbonate). Reagents/catalysts: [Cu]I (copper(I) iodide). The solvent is O1CCOCC1 (1,4-dioxane). Conditions: temperature 150 celsius. The product is COC1=CC=C(C=C1)C1(CC1)C1=NN=C2N1N=C(C=N2)C2=CC=C(C=C2)N2C(CCC2)=O (1-(4-{3-[1-(4-Methoxyphenyl)cyclopropyl][1,2,4]triazolo[4,3-b][1,2,4]triazin-6-yl}phenyl)pyrrolidin-2-one). Reaction SMILES: Br[C:2]1[CH:7]=[CH:6][C:5]([C:8]2[CH:9]=[N:10][C:11]3[N:12]([C:14]([C:17]4([C:20]5[CH:25]=[CH:24][C:23]([O:26][CH3:27])=[CH:22][CH:21]=5)[CH2:19][CH2:18]4)=[N:15][N:16]=3)[N:13]=2)=[CH:4][CH:3]=1.[NH:28]1[CH2:32][CH2:31][CH2:30][C:29]1=[O:33].CN[C@H]1CCCC[C@@H]1NC.C(=O)([O-])[O-].[K+].[K+].C(=O)=O.CC(C)=O>O1CCOCC1.[Cu]I>[CH3:27][O:26][C:23]1[CH:24]=[CH:25][C:20]([C:17]2([C:14]3[N:12]4[N:13]=[C:8]([C:5]5[CH:6]=[CH:7][C:2]([N:28]6[CH2:32][CH2:31][CH2:30][C:29]6=[O:33])=[CH:3][CH:4]=5)[CH:9]=[N:10][C:11]4=[N:16][N:15]=3)[CH2:19][CH2:18]2)=[CH:21][CH:22]=1 |f:3.4.5,6.7|. Reported procedure: A mixture of 6-(4-bromophenyl)-3-[1-(4-methoxyphenyl)cyclopropyl][1,2,4]-triazolo[4,3-b][1,2,4]triazine (Example 17, isomer-I, 25.3 mg, 0.0600 mmol), 2-Pyrrolidinone (5.47 μL, 0.0720 mmol), (1S,2S)-N,N′-dimethylcyclohexane-1,2-diamine (1.9 μL, 0.012 mmol), copper(I) iodide (1.14 mg, 0.00600 mmol), and potassium carbonate (17.4 mg, 0.126 mmol) in 1,4-dioxane (0.75 mL) was cooled (dry-ice acetone bath), purged in vacuo, and charged with nitrogen. Then the mixture was heated at 150° C. for 4 h. Aft...